From a dataset of the Open Reaction Database (ORD), a public repository of structured organic reaction records. describe an organic reaction: reactants, conditions, products, and yield The reactants are ClC1=NC(=CC=C1C(=O)O)C1=C(C=CC=C1)OC (2-chloro-6-(2-methoxyphenyl)pyridine-3-carboxylic acid), C(C)(=O)O (acetic acid), solution, C[Si](C)(C)C=[N+]=[N-] (trimethylsilyldiazomethane). Solvent: CO (methanol), C1(=CC=CC=C1)C (toluene), CCCCCC (hexane). Run at time 15 hour. The product is ClC1=NC(=CC=C1C(=O)OC)C1=C(C=CC=C1)OC (Methyl 2-chloro-6-(2-methoxyphenyl)pyridine-3-carboxylate). Reaction SMILES: [Cl:1][C:2]1[C:7]([C:8]([OH:10])=[O:9])=[CH:6][CH:5]=[C:4]([C:11]2[CH:16]=[CH:15][CH:14]=[CH:13][C:12]=2[O:17][CH3:18])[N:3]=1.[CH3:19][Si](C=[N+]=[N-])(C)C.C(O)(=O)C>CO.C1(C)C=CC=CC=1.CCCCCC>[Cl:1][C:2]1[C:7]([C:8]([O:10][CH3:19])=[O:9])=[CH:6][CH:5]=[C:4]([C:11]2[CH:16]=[CH:15][CH:14]=[CH:13][C:12]=2[O:17][CH3:18])[N:3]=1. Procedure: 500 mg (1.90 mmol) of 2-chloro-6-(2-methoxyphenyl)pyridine-3-carboxylic acid were initially charged in a mixture of 20 ml of methanol and 8 ml of toluene and admixed with 8 ml (16 mmol) of a 2 molar solution of trimethylsilyldiazomethane in hexane. The mixture was stirred at RT for 15 h and then 1 ml of acetic acid was added. The solvent was removed fully under reduced pressure, and the resulting solid was used without further purification. 502 mg (87% of theory) of the product were obtained. Starting materials: CN1CCNCC1, ClCCl, C=CCOC(=O)Cl, [Na+], [OH-], O. The product is C=CCOC(=O)N1CCN(C)CC1. RXN SMILES: [CH3:8][N:9]1[CH2:10][CH2:11][NH:12][CH2:13][CH2:14]1.[Cl:18][CH2:19][Cl:20].[Cl:1][C:2](=[O:3])[O:4][CH2:5][CH:6]=[CH2:7].[Na+:17].[OH-:16].[OH2:15]>>[C:2](=[O:3])([O:4][CH2:5][CH:6]=[CH2:7])[N:12]1[CH2:11][CH2:10][N:9]([CH3:8])[CH2:14][CH2:13]1. The solvent is O1CCCC1 (tetrahydrofuran), O1CCCC1 (tetrahydrofuran). Run at time 20 minute. Procedure: Sodium hydride(0.74 g) and 3-aminopyridine(0.87 g) were stirred in tetrahydrofuran(30 ml) for 1 hour while being cooled with ice. 4-geranyloxybenzoic acid(2.54 g) and N,N'-carbonyldiimidazole(1.65 g) was stirred in tetrahydrofuran(10 ml) for 30 minutes at room temperature and the mixture was added to the former reaction mixture. After being stirred for 20 minutes at room temperature, the reaction mixture was concentrated under a vacuum. The residue, with water added thereto, was extracted with e... Isolated yield 32.4%. Reactants: [H-].[Na+] (Sodium hydride), NC=1C=NC=CC1 (3-aminopyridine), C(\C=C(/C)\CCC=C(C)C)OC1=CC=C(C(=O)O)C=C1 (4-geranyloxybenzoic acid), N,N'-carbonyldiimidazole. The product is C(\C=C(/C)\CCC=C(C)C)OC1=CC=C(C(=O)NC=2C=NC=CC2)C=C1 (3-(4-geranyloxybenzoylamino)pyridine). Reaction SMILES: [H-].[Na+].[NH2:3][C:4]1[CH:5]=[N:6][CH:7]=[CH:8][CH:9]=1.[CH2:10]([O:20][C:21]1[CH:29]=[CH:28][C:24]([C:25](O)=[O:26])=[CH:23][CH:22]=1)/[CH:11]=[C:12](/[CH2:14][CH2:15][CH:16]=[C:17]([CH3:19])[CH3:18])\[CH3:13]>O1CCCC1>[CH2:10]([O:20][C:21]1[CH:22]=[CH:23][C:24]([C:25]([NH:3][C:4]2[CH:5]=[N:6][CH:7]=[CH:8][CH:9]=2)=[O:26])=[CH:28][CH:29]=1)/[CH:11]=[C:12](/[CH2:14][CH2:15][CH:16]=[C:17]([CH3:19])[CH3:18])\[CH3:13] |f:0.1|. Yields the product C/C/1=C\CC/C(=C/C=C(\CC1)/C(C)C)/C (germacrene C). Reaction SMILES: [CH3:1][C:2]1=[CH:3][CH2:4][C:5]([CH3:15])([CH3:14])[CH:6]=[CH:7][CH2:8][C:9]([CH3:13])=[CH:10][CH2:11][CH2:12]1.C[C@H]1[C@@]23CCC(=C)[C@@H]2[C@H]3[C@H](C(C)C)CC1.CC1[C@@H]2C[C@H](C(C)=C)CC[C@@]2(C)CCC=1.CC1C2CC(CCC2(C)CCC=1)=C(C)C.CC1CCC2[C@H]([C@H](C(C)C)CCC=2C)C=1.C[C@@H]1C2CC[C@H](C)C=2C[C@H](C(C)=C)CC1>>[CH3:13][C:9]1=[CH:10][CH2:11][CH2:12][C:2]([CH3:1])=[CH:3][CH:4]=[C:6]([CH:5]([CH3:14])[CH3:15])[CH2:7][CH2:8]1. Reactants: C/C/1=C\CC(/C=C/C/C(=C/CC1)/C)(C)C (α-humulene), CC1=CCCC2(C1CC(=C(C)C)CC2)C (seli-3,7 (11)-diene), CC1=C[C@H]2[C@@H](CCC(=C2CC1)C)C(C)C (δ-cadinene), C[C@@H]1CC[C@H]([C@H]2[C@]13[C@@H]2C(=C)CC3)C(C)C (β-cubebene), CC1=CCC[C@]2([C@H]1C[C@@H](CC2)C(=C)C)C (α-selinene), C[C@H]1CC[C@H](CC2=C1CC[C@@H]2C)C(=C)C (α-guaiene). Procedure: The sources of authentic terpene standards were as follows: α-longipinene, cyclosativene, sativene and α-ylangene were from Abies balsamea oleoresin; δ-selinene was from Abies alba oleoresin, α-, β-, and γ-himachalene, α-and δ-amorphene, α-muurolene, guaia-6,9-diene, α-cadinene, δ-selinene, germacrene A, β-ylangene, β-longipinene, E-α-and β-bisabolene were (lifts from Larry Cool (University of California, Berkeley); germacrene B, and black pepper oleoresin containing α-cubebene and α-copaene, we... Starting materials: [Br-], COc1ccc(C(C)(C)C=O)cc1Br, C1CCOC1, [Li]CCCC, C[P+](c1ccccc1)(c1ccccc1)c1ccccc1. The product is C=CC(C)(C)c1ccc(OC)c(Br)c1. As a reaction SMILES: [Br-:20].[Br:6][c:7]1[cH:8][c:9]([C:15]([CH:16]=[O:17])([CH3:18])[CH3:19])[cH:10][cH:11][c:12]1[O:13][CH3:14].[CH2:41]1[O:42][CH2:43][CH2:44][CH2:45]1.[CH3:1][CH2:2][CH2:3][CH2:4][Li:5].[CH3:21][P+:22]([c:23]1[cH:24][cH:25][cH:26][cH:27][cH:28]1)([c:29]1[cH:30][cH:31][cH:32][cH:33][cH:34]1)[c:35]1[cH:36][cH:37][cH:38][cH:39][cH:40]1>>[CH2:1]=[CH:16][C:15]([c:9]1[cH:8][c:7]([Br:6])[c:12]([O:13][CH3:14])[cH:11][cH:10]1)([CH3:18])[CH3:19]. Reactants: CC(=O)O, COCC1C(=O)N(CC2CCC3(CC2)OCCO3)CCN1C(=O)COc1ccc(Cl)s1, O. Product: COCC1C(=O)N(CC2CCC(=O)CC2)CCN1C(=O)COc1ccc(Cl)s1. As a reaction SMILES: [C:33]([OH:34])(=[O:35])[CH3:36].[Cl:1][c:2]1[cH:3][cH:4][c:5]([O:7][CH2:8][C:9](=[O:10])[N:11]2[CH:12]([CH2:29][O:30][CH3:31])[C:13](=[O:28])[N:14]([CH2:17][CH:18]3[CH2:19][CH2:20][C:21]4([O:22][CH2:25][CH2:24][O:23]4)[CH2:26][CH2:27]3)[CH2:15][CH2:16]2)[s:6]1.[OH2:32]>>[Cl:1][c:2]1[cH:3][cH:4][c:5]([O:7][CH2:8][C:9](=[O:10])[N:11]2[CH:12]([CH2:29][O:30][CH3:31])[C:13](=[O:28])[N:14]([CH2:17][CH:18]3[CH2:19][CH2:20][C:21](=[O:22])[CH2:26][CH2:27]3)[CH2:15][CH2:16]2)[s:6]1. The reactants are Cc1ccc(NC(=O)OC(C)(C)C)cc1Cl, CI, CN(C)C=O, [H-], [Na+]. Product: Cc1ccc(N(C)C(=O)OC(C)(C)C)cc1Cl. RXN SMILES: [C:1]([CH3:2])([CH3:3])([CH3:4])[O:5][C:6](=[O:7])[NH:8][c:9]1[cH:10][c:11]([Cl:16])[c:12]([CH3:15])[cH:13][cH:14]1.[CH3:19][I:20].[CH3:21][N:22]([CH3:23])[CH:24]=[O:25].[H-:17].[Na+:18]>>[C:1]([CH3:2])([CH3:3])([CH3:4])[O:5][C:6](=[O:7])[N:8]([c:9]1[cH:10][c:11]([Cl:16])[c:12]([CH3:15])[cH:13][cH:14]1)[CH3:19]. Starting materials: COC=1N=C2[C@@H](C[C@@H](NC2=CC1)C)NC(C)=O ((+/−)-cis-N-(6-methoxy-2-methyl-1,2,3,4-tetrahydro-[1,5]naphthyridin-4-yl)acetamide), CN(C)C1=NC=CC=C1 (dimethylaminopyridine), C1(CC1)[C@@H]1NC2=CC=C(N=C2[C@@H](C1)NC(C)=O)C(F)(F)F ((+/−)-cis-N-(2-cyclopropyl-6-trifluoromethyl-1,2,3,4-tetrahydro-[1,5]naphthyridin-4-yl)acetamide), ClC(=O)OC(C)C (isopropyl chloroformate). Run in N1=CC=CC=C1 (pyridine). Yields the product C(C)(C)OC(=O)N1[C@H](C[C@H](C2=NC(=CC=C12)C(F)(F)F)NC(C)=O)C1CC1 ((+/−)-cis-4-Acetylamino-2-cyclopropyl-6-trifluoromethyl-3,4-dihydro-2H-[1,5] naphthyridine-1-carboxylic acid isopropyl ester). Yield: 31.0%. Reaction SMILES: COC1N=C2C(=CC=1)N[C@@H](C)C[C@H]2NC(=O)C.[CH:18]1([C@H:21]2[CH2:30][C@@H:29]([NH:31][C:32](=[O:34])[CH3:33])[C:28]3[C:23](=[CH:24][CH:25]=[C:26]([C:35]([F:38])([F:37])[F:36])[N:27]=3)[NH:22]2)[CH2:20][CH2:19]1.Cl[C:40]([O:42][CH:43]([CH3:45])[CH3:44])=[O:41].CN(C1C=CC=CN=1)C>N1C=CC=CC=1>[CH:43]([O:42][C:40]([N:22]1[C:23]2[C:28](=[N:27][C:26]([C:35]([F:37])([F:38])[F:36])=[CH:25][CH:24]=2)[C@H:29]([NH:31][C:32](=[O:34])[CH3:33])[CH2:30][C@@H:21]1[CH:18]1[CH2:20][CH2:19]1)=[O:41])([CH3:45])[CH3:44]. Procedure: Prepare the title compound by essentially following the procedure described in Example 46, Step 2, by replacing (+/−)-cis-N-(6-methoxy-2-methyl-1,2,3,4-tetrahydro-[1,5]naphthyridin-4-yl)acetamide, with (+/−)-cis-N-(2-cyclopropyl-6-trifluoromethyl-1,2,3,4-tetrahydro-[1,5]naphthyridin-4-yl)acetamide (1.05 g, 3.512 mmol), and using isopropyl chloroformate, pyridine, and dimethylaminopyridine. Purify using silica gel column chromatography (gradient eluent, 0-5% MeOH in ethyl acetate) to provide the ...